Dataset: the Open Reaction Database (ORD), a public repository of structured organic reaction records. Task: describe an organic reaction: reactants, conditions, products, and yield Starting materials: CC(C)(C)OC(=O)Nc1cc(Br)ccc1Cl, O=C([O-])[O-], Cc1ccccc1, CCOC(C)=O, CC1(C)OB(C=CC2CC2)OC1(C)C, [K+], [K+], O. The product is CC(C)(C)OC(=O)Nc1cc(C=CC2CC2)ccc1Cl. As a reaction SMILES: [Br:1][c:2]1[cH:3][cH:4][c:5]([Cl:16])[c:6]([NH:8][C:9]([O:10][C:11]([CH3:12])([CH3:13])[CH3:14])=[O:15])[cH:7]1.[C:31](=[O:32])([O-:33])[O-:34].[CH3:37][c:38]1[cH:39][cH:40][cH:41][cH:42][cH:43]1.[CH3:44][CH2:45][O:46][C:47]([CH3:48])=[O:49].[CH:17]1([CH:20]=[CH:21][B:22]2[O:23][C:24]([CH3:25])([CH3:26])[C:27]([CH3:28])([CH3:29])[O:30]2)[CH2:18][CH2:19]1.[K+:35].[K+:36].[OH2:50]>>[c:2]1([CH:21]=[CH:20][CH:17]2[CH2:18][CH2:19]2)[cH:3][cH:4][c:5]([Cl:16])[c:6]([NH:8][C:9]([O:10][C:11]([CH3:12])([CH3:13])[CH3:14])=[O:15])[cH:7]1.